This data is from the Open Reaction Database (ORD), a public repository of structured organic reaction records. The task is: describe an organic reaction: reactants, conditions, products, and yield Yield: 13.3%. RXN SMILES: [OH:1][C:2]1[CH:7]=[CH:6][CH:5]=[CH:4][C:3]=1[C:8](=[O:10])[CH3:9].[C:11]([O:14][C@@H:15]1[C@@H:20]([O:21][C:22](=[O:24])[CH3:23])[C@H:19]([O:25][C:26](=[O:28])[CH3:27])[CH2:18][S:17][CH:16]1Br)(=[O:13])[CH3:12]>C(Cl)Cl.C(#N)C.[N-]1C=CN=C1.[Ag+].[Cl-].[Zn+2].[Cl-]>[C:11]([O:14][C@@H:15]1[C@@H:20]([O:21][C:22](=[O:24])[CH3:23])[C@H:19]([O:25][C:26](=[O:28])[CH3:27])[CH2:18][S:17][C@H:16]1[O:1][C:2]1[CH:7]=[CH:6][CH:5]=[CH:4][C:3]=1[C:8](=[O:10])[CH3:9])(=[O:13])[CH3:12] |f:4.5,6.7.8|. Product: C(C)(=O)O[C@H]1[C@H](OC2=C(C=CC=C2)C(C)=O)SC[C@H]([C@@H]1OC(C)=O)OC(C)=O (2-acetylphenyl 2,3,4-tri-O-acetyl-5-thio-β-D-xylopyranoside). Procedure: If the procedure described in Preparation LXXXIII is followed starting from 3.45 g (25.3.10-3 mol) of 1-(2-hydroxyphenyl)ethanone, 6 g (16.9.10-3 mol) of 2,3,4-tri-O-acetyl-5-thio-D-xylopyranosyl bromide, 3 g (17.10-3 mol) of silver imidazolate and 4.6 g (33.7.10-3 mol) of zinc chloride in 90 ml of methylene chloride and 30 ml of acetonitrile, 0.92 g (yield: 13.5%) of the expected product is obtained after purification by chromatography on silica gel using a toluene/ethyl acetate mixture (6/1 v/... Solvent: C(C)#N (acetonitrile), C(Cl)Cl (methylene chloride). Reactants: OC1=C(C=CC=C1)C(C)=O (1-(2-hydroxyphenyl)ethanone), C(C)(=O)O[C@H]1C(SC[C@H]([C@@H]1OC(C)=O)OC(C)=O)Br (2,3,4-tri-O-acetyl-5-thio-D-xylopyranosyl bromide). The reagents and catalysts are [N-]1C=NC=C1.[Ag+] (silver imidazolate), [Cl-].[Zn+2].[Cl-] (zinc chloride). The reactants are FC1=C(C=CC(=C1)F)[C@]1(OC1)[C@H](C)O ((1S)-1-[(2R)-(2,4-difluorophenyl)-2-oxiranyl]ethanol), CC=1N(C(NN1)=O)C1=CC=C(C=C1)OC(C(F)F)(F)F (5-methyl-4-[4-(1,1,2,2-tetrafluoroethoxy)phenyl]-3(2H,4H)-1,2,4-triazolone). Product: FC1=C(C=CC(=C1)F)[C@]1([C@@H](C)N2N=C(N(C2=O)C2=CC=C(C=C2)OC(C(F)F)(F)F)C)CO1 (2-[(1R,2S)-2-(2,4-difluorophenyl)-2,3-epoxy-1-methylpropyl]-5-methyl-4-[4-(1,1,2,2-tetrafluoroethoxy)phenyl]-3(2H,4H)-1,2,4-triazolone). The yield is 48.8%. As a reaction SMILES: [F:1][C:2]1[CH:7]=[C:6]([F:8])[CH:5]=[CH:4][C:3]=1[C@:9]1([C@@H:12](O)[CH3:13])[CH2:11][O:10]1.[CH3:15][C:16]1[N:17]([C:22]2[CH:27]=[CH:26][C:25]([O:28][C:29]([F:34])([F:33])[CH:30]([F:32])[F:31])=[CH:24][CH:23]=2)[C:18](=[O:21])[NH:19][N:20]=1>>[F:1][C:2]1[CH:7]=[C:6]([F:8])[CH:5]=[CH:4][C:3]=1[C@:9]1([O:10][CH2:11]1)[C@H:12]([N:19]1[C:18](=[O:21])[N:17]([C:22]2[CH:23]=[CH:24][C:25]([O:28][C:29]([F:33])([F:34])[CH:30]([F:31])[F:32])=[CH:26][CH:27]=2)[C:16]([CH3:15])=[N:20]1)[CH3:13]. Reported procedure: In the same manner as in Reference Example 5, starting from 0.50 g of (1S)-1-[(2R)-(2,4-difluorophenyl)-2-oxiranyl]ethanol and 0.58 g of 5-methyl-4-[4-(1,1,2,2-tetrafluoroethoxy)phenyl]-3(2H,4H)-1,2,4-triazolone, 0.46 g of 2-[(1R,2S)-2-(2,4-difluorophenyl)-2,3-epoxy-1-methylpropyl]-5-methyl-4-[4-(1,1,2,2-tetrafluoroethoxy)phenyl]-3(2H,4H)-1,2,4-triazolone was obtained as a colorless oil. Reactants: ClC1=C(C=CC=C1)CN1C=NC(=C1C1=CC=C(C=C1)F)C1=NC=CC(=C1)C=1N=NNN1 (2-[1-[(2-chlorophenyl)methyl]-5-(4-fluorophenyl)imidazol-4-yl]-4-(2H-tetrazol-5-yl)pyridine), ClCOC(C(C)(C)C)=O (2,2-dimethyl-propionic acid chloromethyl ester). Yields the product CC(C(=O)OCN1N=C(N=N1)C1=CC(=NC=C1)C=1N=CN(C1C1=CC=C(C=C1)F)CC1=C(C=CC=C1)Cl)(C)C ([5-[2-[1-[(2-chlorophenyl)methyl]-5-(4-fluorophenyl)imidazol-4-yl]pyridin-4-yl]tetrazol-2-yl]methyl 2,2-dimethylpropanoate). The yield is 24.0%. Reaction SMILES: [Cl:1][C:2]1[CH:7]=[CH:6][CH:5]=[CH:4][C:3]=1[CH2:8][N:9]1[C:13]([C:14]2[CH:19]=[CH:18][C:17]([F:20])=[CH:16][CH:15]=2)=[C:12]([C:21]2[CH:26]=[C:25]([C:27]3[N:28]=[N:29][NH:30][N:31]=3)[CH:24]=[CH:23][N:22]=2)[N:11]=[CH:10]1.Cl[CH2:33][O:34][C:35](=[O:40])[C:36]([CH3:39])([CH3:38])[CH3:37]>>[CH3:37][C:36]([CH3:39])([CH3:38])[C:35]([O:34][CH2:33][N:29]1[N:30]=[N:31][C:27]([C:25]2[CH:24]=[CH:23][N:22]=[C:21]([C:12]3[N:11]=[CH:10][N:9]([CH2:8][C:3]4[CH:4]=[CH:5][CH:6]=[CH:7][C:2]=4[Cl:1])[C:13]=3[C:14]3[CH:15]=[CH:16][C:17]([F:20])=[CH:18][CH:19]=3)[CH:26]=2)=[N:28]1)=[O:40]. Procedure: The title compound was prepared in 24% yield from 2-[1-[(2-chlorophenyl)methyl]-5-(4-fluorophenyl)imidazol-4-yl]-4-(2H-tetrazol-5-yl)pyridine (Example 137) and 2,2-dimethyl-propionic acid chloromethyl ester according to the procedure for the preparation of Example 138. 1H NMR (300 MHz, CD3OD): δ 1.22 (9H, s), 5.30 (2H, s), 6.61 (2H, s), 6.61-6.62 (1H, m), 6.86-6.88 (2H, m), 7.09-7.39 (5H, m), 7.88 (1H, d, J=6.6 Hz), 7.96 (1H, s), 8.29 (1H, s), 8.55 (1H, d, J=5.1 Hz). [M+H] Calc'd for C28H25ClFN7... The reactants are COC1(OC)CCC2=C(CCC3C2CCC2(C)C(C#N)CCC32)C1, O=C([O-])O, CC(C)(C)O, [O-][Cl+3]([O-])([O-])O, ClCCl, [Na+], O. Yields the product CC12CCC3C4=C(CCC3C1CCC2C#N)CC(=O)CC4. RXN SMILES: [C:1](#[N:2])[CH:3]1[C:4]2([CH3:5])[CH:6]([CH2:7][CH2:8]1)[CH:9]1[CH2:10][CH2:11][C:12]3=[C:17]([CH2:16][CH2:15][C:14]([O:21][CH3:24])([O:22][CH3:23])[CH2:13]3)[CH:18]1[CH2:19][CH2:20]2.[C:31](=[O:32])([OH:33])[O-:34].[C:39]([OH:40])([CH3:41])([CH3:42])[CH3:43].[Cl+3:26]([OH:27])([O-:28])([O-:29])[O-:30].[Cl:36][CH2:37][Cl:38].[Na+:35].[OH2:25]>>[C:1](#[N:2])[CH:3]1[C:4]2([CH3:5])[CH:6]([CH2:7][CH2:8]1)[CH:9]1[CH2:10][CH2:11][C:12]3=[C:17]([CH2:16][CH2:15][C:14](=[O:21])[CH2:13]3)[CH:18]1[CH2:19][CH2:20]2. Solvent: O1CCOCC1 (1,4-dioxane), C1(=CC=CC=C1)C (toluene). Reactants: C(C1=CC=CC=C1)ONC(C1=C(C=C(C(=C1)F)Cl)NC1CC1)=O (N-benzyloxy-4-chloro-2-cyclopropylamino-5-fluoro-benzamide), solution, C(=O)(Cl)Cl (phosgene). Procedure details: A solution of N-benzyloxy-4-chloro-2-cyclopropylamino-5-fluoro-benzamide (Example D-3, 3.00 g, 8.96 mmol) in 1,4-dioxane (50 mL) was reacted with a 20% solution of phosgene (7.00 mL, 9.86 mmol) in toluene in a sealed tube. The mixture was heated to reflux for 24 hours, then cooled and quenched with H2O. The mixture was extracted three times with ethyl acetate, the organic layers combined, dried with sodium sulfate, and concentrated. The residue was then purified by column chromatography (silica ... Isolated yield 46.4%. Yields the product C(C1=CC=CC=C1)ON1C(N(C2=CC(=C(C=C2C1=O)F)Cl)C1CC1)=O (3-Benzyloxy-7-chloro-1-cyclopropyl-6-fluoro-1H-quinazoline-2,4-dione). As a reaction SMILES: [CH2:1]([O:8][NH:9][C:10](=[O:23])[C:11]1[CH:16]=[C:15]([F:17])[C:14]([Cl:18])=[CH:13][C:12]=1[NH:19][CH:20]1[CH2:22][CH2:21]1)[C:2]1[CH:7]=[CH:6][CH:5]=[CH:4][CH:3]=1.[C:24](Cl)(Cl)=[O:25]>O1CCOCC1.C1(C)C=CC=CC=1>[CH2:1]([O:8][N:9]1[C:10](=[O:23])[C:11]2[C:12](=[CH:13][C:14]([Cl:18])=[C:15]([F:17])[CH:16]=2)[N:19]([CH:20]2[CH2:21][CH2:22]2)[C:24]1=[O:25])[C:2]1[CH:3]=[CH:4][CH:5]=[CH:6][CH:7]=1.